This data is from the Open Reaction Database (ORD), a public repository of structured organic reaction records. The task is: describe an organic reaction: reactants, conditions, products, and yield Starting materials: CCOC(C)=O, CC#N, NC(=O)C(CCC(=O)OCc1ccccc1)N1Cc2c(OCc3ccc(CBr)cc3)cccc2C1=O, [Na+], O=C([O-])O, C1COCCN1. Yields the product NC(=O)C(CCC(=O)OCc1ccccc1)N1Cc2c(OCc3ccc(CN4CCOCC4)cc3)cccc2C1=O. Reaction SMILES: [CH3:43][CH2:44][O:45][C:46]([CH3:47])=[O:48].[CH3:54][C:55]#[N:56].[NH2:1][C:2]([CH:3]([CH2:4][CH2:5][C:6](=[O:7])[O:8][CH2:9][c:10]1[cH:11][cH:12][cH:13][cH:14][cH:15]1)[N:16]1[C:17](=[O:35])[c:18]2[cH:19][cH:20][cH:21][c:22]([O:25][CH2:26][c:27]3[cH:28][cH:29][c:30]([CH2:33][Br:34])[cH:31][cH:32]3)[c:23]2[CH2:24]1)=[O:36].[Na+:53].[O-:49][C:50]([OH:51])=[O:52].[O:37]1[CH2:38][CH2:39][NH:40][CH2:41][CH2:42]1>>[NH2:1][C:2]([CH:3]([CH2:4][CH2:5][C:6](=[O:7])[O:8][CH2:9][c:10]1[cH:11][cH:12][cH:13][cH:14][cH:15]1)[N:16]1[C:17](=[O:35])[c:18]2[cH:19][cH:20][cH:21][c:22]([O:25][CH2:26][c:27]3[cH:28][cH:29][c:30]([CH2:33][N:40]4[CH2:39][CH2:38][O:37][CH2:42][CH2:41]4)[cH:31][cH:32]3)[c:23]2[CH2:24]1)=[O:36]. Reactants: BrC1=C(C=C(C(=O)NC2[C@]3(CC[C@@H](C2(C)C)C3)C)C=C1)S(=O)(=O)N1CCOCC1 (4-Bromo-3-(morpholinosulfonyl)-N-((1S,4R)-1,3,3-trimethylbicyclo[2.2.1]heptan-2-yl)benzamide), C(C1=CC=CC=C1)O (benzyl alcohol), C(C)(=O)OCC (Ethyl acetate). Solvent: CN(C=O)C (dimethylformamide). Run at temperature 100 celsius. The product is C(C1=CC=CC=C1)OC1=C(C=C(C(=O)NC2[C@]3(CC[C@@H](C2(C)C)C3)C)C=C1)S(=O)(=O)N1CCOCC1 (4-(benzyloxy)-3-(morpholinosulfonyl)-N-((1S,4R)-1,3,3-trimethylbicyclo[2.2.1]heptan-2-yl)benzamide). RXN SMILES: Br[C:2]1[CH:20]=[CH:19][C:5]([C:6]([NH:8][CH:9]2[C:14]([CH3:16])([CH3:15])[C@H:13]3[CH2:17][C@:10]2([CH3:18])[CH2:11][CH2:12]3)=[O:7])=[CH:4][C:3]=1[S:21]([N:24]1[CH2:29][CH2:28][O:27][CH2:26][CH2:25]1)(=[O:23])=[O:22].[CH2:30]([OH:37])[C:31]1[CH:36]=[CH:35][CH:34]=[CH:33][CH:32]=1.C(OCC)(=O)C>CN(C)C=O>[CH2:30]([O:37][C:2]1[CH:20]=[CH:19][C:5]([C:6]([NH:8][CH:9]2[C:14]([CH3:16])([CH3:15])[C@H:13]3[CH2:17][C@:10]2([CH3:18])[CH2:11][CH2:12]3)=[O:7])=[CH:4][C:3]=1[S:21]([N:24]1[CH2:29][CH2:28][O:27][CH2:26][CH2:25]1)(=[O:23])=[O:22])[C:31]1[CH:36]=[CH:35][CH:34]=[CH:33][CH:32]=1. Reported procedure: 4-Bromo-3-(morpholinosulfonyl)-N-((1S,4R)-1,3,3-trimethylbicyclo[2.2.1]heptan-2-yl)benzamide (2.4.AaBa, 1.00 g, 2.06 mmol) benzyl alcohol (3.1, 0.256 mL, 0.00247 mol) were dissolved in 10 mL dimethylformamide. The reaction was heated to 100° C. for 18 hours. Ethyl acetate (20 mL) was added and aqueous workup was performed. The organic layer was dried over magnesium sulfate evaporated and purified via SiO2 chromatography (16%-33% ethyl acetate/hexane) to yield 4-(benzyloxy)-3-(morpholinosulfonyl)... Starting materials: CCCCOCCOc1ccc(-c2ccc3c(c2)C=C(C(=O)Nc2ccc(SCc4nccn4CCOC(C)=O)cc2)CCN3CC(C)C)cc1, ClCCl, [Na+], [Na+], O=C(OO)c1cccc(Cl)c1, O=S([O-])([O-])=S. Yields the product CCCCOCCOc1ccc(-c2ccc3c(c2)C=C(C(=O)Nc2ccc(S(=O)Cc4nccn4CCOC(C)=O)cc2)CCN3CC(C)C)cc1. Reaction SMILES: [C:1]([CH3:2])(=[O:3])[O:4][CH2:5][CH2:6][n:7]1[c:8]([CH2:12][S:13][c:14]2[cH:15][cH:16][c:17]([NH:20][C:21](=[O:22])[C:23]3=[CH:29][c:28]4[c:27]([cH:33][cH:32][c:31](-[c:34]5[cH:35][cH:36][c:37]([O:40][CH2:41][CH2:42][O:43][CH2:44][CH2:45][CH2:46][CH3:47])[cH:38][cH:39]5)[cH:30]4)[N:26]([CH2:48][CH:49]([CH3:50])[CH3:51])[CH2:25][CH2:24]3)[cH:18][cH:19]2)[n:9][cH:10][cH:11]1.[Cl:70][CH2:71][Cl:72].[Na+:68].[Na+:69].[OH:52][O:53][C:54]([c:55]1[cH:56][c:57]([Cl:58])[cH:59][cH:60][cH:61]1)=[O:62].[S:63]([O-:64])([O-:65])(=[O:66])=[S:67]>>[C:1]([CH3:2])(=[O:3])[O:4][CH2:5][CH2:6][n:7]1[c:8]([CH2:12][S:13]([c:14]2[cH:15][cH:16][c:17]([NH:20][C:21](=[O:22])[C:23]3=[CH:29][c:28]4[c:27]([cH:33][cH:32][c:31](-[c:34]5[cH:35][cH:36][c:37]([O:40][CH2:41][CH2:42][O:43][CH2:44][CH2:45][CH2:46][CH3:47])[cH:38][cH:39]5)[cH:30]4)[N:26]([CH2:48][CH:49]([CH3:50])[CH3:51])[CH2:25][CH2:24]3)[cH:18][cH:19]2)=[O:52])[n:9][cH:10][cH:11]1. RXN SMILES: CC(C)([O-])C.[Na+].Cl[C:8]1[N:9]([CH2:16][CH2:17][CH:18]([OH:44])[CH2:19][O:20][C:21]2[CH:26]=[CH:25][C:24]([C:27]3[N:28]=[C:29]([CH2:32][C:33]4[CH:38]=[CH:37][C:36]([O:39][C:40]([F:43])([F:42])[F:41])=[CH:35][CH:34]=4)[S:30][CH:31]=3)=[CH:23][CH:22]=2)[CH:10]=[C:11]([N+:13]([O-:15])=[O:14])[N:12]=1.[Cl-].[NH4+]>CC(C)=O>[N+:13]([C:11]1[N:12]=[C:8]2[N:9]([CH:10]=1)[CH2:16][CH2:17][CH:18]([CH2:19][O:20][C:21]1[CH:26]=[CH:25][C:24]([C:27]3[N:28]=[C:29]([CH2:32][C:33]4[CH:38]=[CH:37][C:36]([O:39][C:40]([F:43])([F:42])[F:41])=[CH:35][CH:34]=4)[S:30][CH:31]=3)=[CH:23][CH:22]=1)[O:44]2)([O-:15])=[O:14] |f:0.1,3.4|. Reactants: CC(C)([O-])C.[Na+] (Sodium tert-butoxide), ClC=1N(C=C(N1)[N+](=O)[O-])CCC(COC1=CC=C(C=C1)C=1N=C(SC1)CC1=CC=C(C=C1)OC(F)(F)F)O (4-(2-chloro-4-nitroimidazol-1-yl)-1-{4-[2-(4-trifluoromethoxybenzyl)thiazol-4-yl]phenoxy}butan-2-ol), [Cl-].[NH4+] (ammonium chloride), CC(C)([O-])C.[Na+] (sodium tert-butoxide). The solvent is CC(=O)C (dimethyl formaldehyde). Procedure: Sodium tert-butoxide (62 mg) was added to a dimethyl formaldehyde solution (5 ml) of 4-(2-chloro-4-nitroimidazol-1-yl)-1-{4-[2-(4-trifluoromethoxybenzyl)thiazol-4-yl]phenoxy}butan-2-ol (334 mg), and the mixture was stirred at room temperature. While confirming the progress of the reaction, sodium tert-butoxide (62 mg) was added 3 times, and the resulting mixture was stirred overnight. A saturated ammonium chloride aqueous solution was added to the reaction mixture, and the precipitated solid was... Yields the product [N+](=O)([O-])C=1N=C2OC(CCN2C1)COC1=CC=C(C=C1)C=1N=C(SC1)CC1=CC=C(C=C1)OC(F)(F)F (2-nitro-7-{4-[2-(4-trifluoromethoxybenzyl)thiazol-4-yl]phenoxymethyl}-6,7-dihydro-5H-imidazo[2,1-b][1,3]oxazine). Isolated yield 22.1%. Starting materials: CN1C2=C(OCC1=O)N=C(C(=C2)C=2SC=CC2)C2=CC=C(C=C2)C2(CCC2)NC(OC(C)(C)C)=O (Tert-butyl (1-(4-(1-methyl-2-oxo-7-(thiophen-2-yl)-2,3-dihydro-1H-pyrido[2,3-b][1,4]oxazin-6-yl)phenyl)cyclobutyl)carbamate), C(=O)(C(F)(F)F)O (TFA). Run in ClCCl (dichloromethane). Reaction conditions: time 30 second. The product is NC1(CCC1)C1=CC=C(C=C1)C=1C(=CC2=C(OCC(N2C)=O)N1)C=1SC=CC1 (6-(4-(1-aminocyclobutyl)phenyl)-1-methyl-7-(thiophen-2-yl)-1H-pyrido[2,3-b][1,4]oxazin-2(3H)-one). The yield is 149.0%. Reaction SMILES: [CH3:1][N:2]1[C:7](=[O:8])[CH2:6][O:5][C:4]2[N:9]=[C:10]([C:18]3[CH:23]=[CH:22][C:21]([C:24]4([NH:28]C(=O)OC(C)(C)C)[CH2:27][CH2:26][CH2:25]4)=[CH:20][CH:19]=3)[C:11]([C:13]3[S:14][CH:15]=[CH:16][CH:17]=3)=[CH:12][C:3]1=2.C(O)(C(F)(F)F)=O>ClCCl>[NH2:28][C:24]1([C:21]2[CH:22]=[CH:23][C:18]([C:10]3[C:11]([C:13]4[S:14][CH:15]=[CH:16][CH:17]=4)=[CH:12][C:3]4[N:2]([CH3:1])[C:7](=[O:8])[CH2:6][O:5][C:4]=4[N:9]=3)=[CH:19][CH:20]=2)[CH2:27][CH2:26][CH2:25]1. Procedure details: Tert-butyl (1-(4-(1-methyl-2-oxo-7-(thiophen-2-yl)-2,3-dihydro-1H-pyrido[2,3-b][1,4]oxazin-6-yl)phenyl)cyclobutyl)carbamate (12 mg, 0.024 mmol) was dissolved in dichloromethane (1.5 ml). TFA (1 ml) was added at room temperature and the reaction mixture was stirred for 30 seconds. The solution was immediately concentrated to dryness under reduced pressure. The residue was dissolved in diethyl ether (˜2 ml) and concentrated to dryness under reduced pressure. This was repeated three times. The resi... Procedure details: Stream 11 is bleedoff from recirculating scrubbing medium. Stream 11 is added to suspension fertilizer unit 12. Suspension fertilizer requires water for its manufacture, and water in bleedoff 11 is used instead of fresh water. Thus water shown as 9 is source of water for manufacture of suspension fertilizer. Other materials used to manufacture suspension fertilizer are phosphoric acid 13, ammonia 14, and clay 15. Phosphoric acid is neutralized with ammonia and heat of reaction causes liquid mixt... Yields the product P(O)(O)(O)=O (phosphoric acid), N (ammonia), P(=O)([O-])([O-])[O-].[NH4+].[NH4+].[NH4+] (ammonium phosphate). Solvent: O (water), O (water), O (water), O (water), O (water). As a reaction SMILES: [P:1](=[O:5])([OH:4])([OH:3])[OH:2].[NH3:6]>O>[P:1](=[O:2])([OH:5])([OH:4])[OH:3].[NH3:6].[P:1]([O-:5])([O-:4])([O-:3])=[O:2].[NH4+:6].[NH4+:6].[NH4+:6] |f:5.6.7.8|. Starting materials: N (ammonia), P(O)(O)(O)=O (Phosphoric acid), P(O)(O)(O)=O (phosphoric acid), N (ammonia).